From a dataset of the Open Reaction Database (ORD), a public repository of structured organic reaction records. describe an organic reaction: reactants, conditions, products, and yield Starting materials: CCOC(C(=O)N1C(=O)OCC1Cc1ccccc1)C(O)c1c(C)cc(OCc2ccccc2)cc1C, C[O-], CO, [Na+]. Product: CCOC(C(=O)OC)C(O)c1c(C)cc(OCc2ccccc2)cc1C. As a reaction SMILES: [CH2:1]([CH:2]1[CH2:3][O:4][C:5](=[O:6])[N:7]1[C:14]([CH:15]([CH:16]([OH:17])[c:18]1[c:19]([CH3:33])[cH:20][c:21]([O:25][CH2:26][c:27]2[cH:28][cH:29][cH:30][cH:31][cH:32]2)[cH:22][c:23]1[CH3:24])[O:34][CH2:35][CH3:36])=[O:37])[c:8]1[cH:9][cH:10][cH:11][cH:12][cH:13]1.[CH3:38][O-:39].[CH3:41][OH:42].[Na+:40]>>[C:14]([CH:15]([CH:16]([OH:17])[c:18]1[c:19]([CH3:33])[cH:20][c:21]([O:25][CH2:26][c:27]2[cH:28][cH:29][cH:30][cH:31][cH:32]2)[cH:22][c:23]1[CH3:24])[O:34][CH2:35][CH3:36])(=[O:37])[O:39][CH3:38].